Dataset: the Open Reaction Database (ORD), a public repository of structured organic reaction records. Task: describe an organic reaction: reactants, conditions, products, and yield Starting materials: ClC1=CC(=NC(=C1C(=O)OC)C(F)(F)F)Cl (methyl 4,6-dichloro-2-(trifluoromethyl)nicotinate), O.NN (hydrazine hydrate). Run in CN(C)C=O (DMF). Conditions: temperature 150 celsius. Yields the product ClC1=CC2=C(C(=N1)C(F)(F)F)C(NN2)=O (6-chloro-4-(trifluoromethyl)-1H-pyrazolo[4,3-c]pyridin-3(2H)-one). RXN SMILES: Cl[C:2]1[C:7]([C:8](OC)=[O:9])=[C:6]([C:12]([F:15])([F:14])[F:13])[N:5]=[C:4]([Cl:16])[CH:3]=1.O.[NH2:18][NH2:19]>CN(C=O)C>[Cl:16][C:4]1[N:5]=[C:6]([C:12]([F:15])([F:14])[F:13])[C:7]2[C:8](=[O:9])[NH:18][NH:19][C:2]=2[CH:3]=1 |f:1.2|. Procedure details: A solution of methyl 4,6-dichloro-2-(trifluoromethyl)nicotinate (535.9 mg, 1.956 mmol) in DMF (2 ml) was charged with hydrazine hydrate (190 μL, 3.92 mmol) and heated to 150° C. for 30 min under microwave irradiation. Concentrated in vacuo and washed residue with DCM. Purified via flash chromatography (0-20% MeOH/DCM) to provide 6-chloro-4-(trifluoromethyl)-1H-pyrazolo[4,3-c]pyridin-3(2H)-one MS: [M+H]+ m/z 238. Starting materials: COC1=CC=C2C=CC(=CC2=C1)C=1C2=CC=CC=C2C(=C2C=CC=CC12)C1=CC=C(C2=CC=CC=C12)C1=CC=CC=C1 (9-(7-methoxynaphthalen-2-yl)-10-(4-phenylnaphthalen-1-yl)anthracene), Cl.N1=CC=CC=C1 (pyridine hydrochloride). Run in CN1C(CCC1)=O (N-methylpyrrolidone). Conditions: temperature 200 celsius, time 8 hour. Product: C1(=CC=CC=C1)C1=CC=C(C2=CC=CC=C12)C1=C2C=CC=CC2=C(C2=CC=CC=C12)C1=CC=C2C=CC(=CC2=C1)O (7-(10-(4-phenylnaphthalen-1-yl)anthracen-9-yl)naphthalen-2-ol). Yield: 99.5%. RXN SMILES: C[O:2][C:3]1[CH:12]=[C:11]2[C:6]([CH:7]=[CH:8][C:9]([C:13]3[C:14]4[C:19]([C:20]([C:27]5[C:36]6[C:31](=[CH:32][CH:33]=[CH:34][CH:35]=6)[C:30]([C:37]6[CH:42]=[CH:41][CH:40]=[CH:39][CH:38]=6)=[CH:29][CH:28]=5)=[C:21]5[C:26]=3[CH:25]=[CH:24][CH:23]=[CH:22]5)=[CH:18][CH:17]=[CH:16][CH:15]=4)=[CH:10]2)=[CH:5][CH:4]=1.Cl.N1C=CC=CC=1>CN1CCCC1=O>[C:37]1([C:30]2[C:31]3[C:36](=[CH:35][CH:34]=[CH:33][CH:32]=3)[C:27]([C:20]3[C:21]4[C:26](=[CH:25][CH:24]=[CH:23][CH:22]=4)[C:13]([C:9]4[CH:10]=[C:11]5[C:6]([CH:5]=[CH:4][C:3]([OH:2])=[CH:12]5)=[CH:7][CH:8]=4)=[C:14]4[C:19]=3[CH:18]=[CH:17][CH:16]=[CH:15]4)=[CH:28][CH:29]=2)[CH:38]=[CH:39][CH:40]=[CH:41][CH:42]=1 |f:1.2|. Reported procedure: Under the nitrogen atmosphere, 9-(7-methoxynaphthalen-2-yl)-10-(4-phenylnaphthalen-1-yl)anthracene (16.0 g) as the twentieth intermediate compound, pyridine hydrochloride (17.3 g) and N-methylpyrrolidone (30 ml) were added to a flask and stirred for 8 hours at 200° C. Once the heating is completed, the mixture was cooled to 100° C. or lower. Liquid separation was performed by adding water and toluene. The solvent was distilled off under reduced pressure and the resulting solid was purified by si... Reactants: [H-].[Na+] (Sodium hydride), FC(C1=CC=2N3C4=C(C=CC=C4SC2C=C1)C(NC3=O)=O)(F)F (10-trifluoromethyl-1H-pyrimido[5,4,3-kl]phenothiazine -1,3(2H)-dione), C(C)I (ethyl iodide). Run in CN(C=O)C (dimethylformamide). Reaction conditions: time 1 hour. Product: C(C)N1C(N2C3=C(C=CC=C3SC=3C=CC(=CC23)C(F)(F)F)C1=O)=O (2-Ethyl-10-trifluoromethyl-1H-pyrimido[5,4,3-kl]phenothiazine-1,3(2H)-dione). Reaction SMILES: [H-].[Na+].[F:3][C:4]([F:25])([F:24])[C:5]1[CH:18]=[CH:17][C:16]2[S:15][C:14]3[C:9]4=[C:10]([C:19](=[O:23])[NH:20][C:21](=[O:22])[N:8]4[C:7]=2[CH:6]=1)[CH:11]=[CH:12][CH:13]=3.[CH2:26](I)[CH3:27]>CN(C)C=O>[CH2:26]([N:20]1[C:19](=[O:23])[C:10]2[CH:11]=[CH:12][CH:13]=[C:14]3[S:15][C:16]4[CH:17]=[CH:18][C:5]([C:4]([F:24])([F:3])[F:25])=[CH:6][C:7]=4[N:8]([C:9]=23)[C:21]1=[O:22])[CH3:27] |f:0.1|. Procedure: 57% Sodium hydride in mineral oil (4.2 g., 0.100 mol.) was added to a stirred solution of 28.0 g. (0.0834 mol.) of 10-trifluoromethyl-1H-pyrimido[5,4,3-kl]phenothiazine -1,3(2H)-dione in 220 ml. of dry dimethylformamide. The mixture was stirred for 1 hour at 25°, then 16.8 g. (8.6 ml., 0.108 mol.) of ethyl iodide was added. The resulting greenish yellow, turbid mixture was stirred for 4.5 hours at 25°, then filtered to give a clear yellow solution. The filtrate was evaporated to dryness under re...